Dataset: the Open Reaction Database (ORD), a public repository of structured organic reaction records. Task: describe an organic reaction: reactants, conditions, products, and yield The reactants are Fc1cccc(F)c1CBr, CC(C)(C)OC(=O)Oc1cc(Br)c[nH]c1=O, Cc1ccccc1. The product is CC(C)(C)OC(=O)Oc1cc(Br)cnc1OCc1c(F)cccc1F. Reaction SMILES: [Br:17][CH2:18][c:19]1[c:20]([F:26])[cH:21][cH:22][cH:23][c:24]1[F:25].[Br:1][c:2]1[cH:3][c:4]([O:9][C:10](=[O:11])[O:12][C:13]([CH3:14])([CH3:15])[CH3:16])[c:5](=[O:8])[nH:6][cH:7]1.[CH3:27][c:28]1[cH:29][cH:30][cH:31][cH:32][cH:33]1>>[Br:1][c:2]1[cH:3][c:4]([O:9][C:10](=[O:11])[O:12][C:13]([CH3:14])([CH3:15])[CH3:16])[c:5]([O:8][CH2:18][c:19]2[c:20]([F:26])[cH:21][cH:22][cH:23][c:24]2[F:25])[n:6][cH:7]1. The reactants are C(C)(=O)NC1=C(C(=O)C2=C(C(=O)O)C=CC=C2)C=CC(=C1)N(C)C (2-(2-acetamido-4-(dimethylamino)benzoyl)benzoic acid), CN(C1=CC(=CC=C1)N(C)C)C (N,N,N',N'-tetramethyl-m-phenylenediamine). Yields the product CN(C1=C(C=CC(=C1)N(C)C)C1(OC(=O)C2=CC=CC=C12)C1=C(C=C(C=C1)N(C)C)NC(C)=O)C (3-(2,4-bis(dimethylamino)phenyl)-3-(2-acetamido-4-(dimethylamino)phenyl)phthalide). RXN SMILES: [C:1]([NH:4][C:5]1[CH:21]=[C:20]([N:22]([CH3:24])[CH3:23])[CH:19]=[CH:18][C:6]=1[C:7]([C:9]1[CH:17]=[CH:16][CH:15]=[CH:14][C:10]=1[C:11]([OH:13])=[O:12])=O)(=[O:3])[CH3:2].[CH3:25][N:26]([CH3:36])[C:27]1[CH:32]=[CH:31][CH:30]=[C:29]([N:33]([CH3:35])[CH3:34])[CH:28]=1>>[CH3:34][N:33]([CH3:35])[C:29]1[CH:28]=[C:27]([N:26]([CH3:36])[CH3:25])[CH:32]=[CH:31][C:30]=1[C:7]1([C:6]2[CH:18]=[CH:19][C:20]([N:22]([CH3:24])[CH3:23])=[CH:21][C:5]=2[NH:4][C:1](=[O:3])[CH3:2])[C:9]2[C:10](=[CH:14][CH:15]=[CH:16][CH:17]=2)[C:11](=[O:13])[O:12]1. Reported procedure: Condensation of 2-(2-acetamido-4-(dimethylamino)benzoyl)benzoic acid and N,N,N',N'-tetramethyl-m-phenylenediamine by the method of part B of Example 1 affords 3-(2,4-bis(dimethylamino)phenyl)-3-(2-acetamido-4-(dimethylamino)phenyl)phthalide, the compound of part A of this example.